From a dataset of the Open Reaction Database (ORD), a public repository of structured organic reaction records. describe an organic reaction: reactants, conditions, products, and yield Starting materials: compound, [SiH3]C(C(=O)N)[SiH3] (bissilylacetamide), COP(OC)OC (trimethylphosphite), CN(C1=CC=C(C(C2=CC=C(C=C2)N(C)C)O)C=C1)C (4,4'-bis-dimethylaminobenzhydrol), CO.C(C)(=O)OCC (methanol ethyl acetate). Run at temperature 125 celsius. Product: COP(=O)(CC(CC(=O)OC)=O)OC (4-(Dimethoxyphosphinyl)-3-oxobutanoic acid, methyl ester). Isolated yield 51.0%. Reaction SMILES: [SiH3][CH:2]([SiH3])[C:3](N)=[O:4].C[O:8][P:9]([O:12][CH3:13])[O:10][CH3:11].CN(C)C1C=CC(C(O)C2C=CC(N(C)C)=CC=2)=CC=1.CO.[C:36]([O:39][CH2:40]C)(=[O:38])[CH3:37]>>[CH3:11][O:10][P:9]([O:12][CH3:13])([CH2:2][C:3](=[O:4])[CH2:37][C:36]([O:39][CH3:40])=[O:38])=[O:8] |f:3.4|. Procedure: A mixture of the title A compound (83.9 g, 0.378 mol), bissilylacetamide (15.23 g, 0.075 mol) and trimethylphosphite (200 g, 1.61 mol) was refluxed (oil bath temp. 125° C.) under argon for 15 hours. TLC, silica gel, 10 methanol/ethyl acetate Rf =0.39, (UV and 4,4'-bis-dimethylaminobenzhydrol/heat). The reaction mixutre was cooled to 70° C., volatile components were distilled at 10 mm pressure, and then the product was kept at 0.5 mm pressure for ten minutes. The product was taken up in 250 mL et... Starting materials: FC(C=1C=C(C=CC1)C=C1CS(CC(C1=O)=CC1=CC(=CC=C1)C(F)(F)F)(=O)=O)(F)F (tetrahydro-3,5-bis[[3-(trifluoromethyl)phenyl]methylene]-4H-thiopyran-4-one-1,1-dioxide), C(CC)NN (n-propyl hydrazine). Solvent: CO (methanol). The product is C(CC)N1N=C2C(C1C1=CC(=CC=C1)C(F)(F)F)CS(CC2=CC2=CC(=CC=C2)C(F)(F)F)(=O)=O (2,3,3a,4,6,7-Hexahydro-2-propyl-3-[3-(trifluoromethyl)phenyl]-7-[[3-(trifluoromethyl)phenyl]methylene]thiopyrano[4,3-c]pyrazole-5,5-dioxide). As a reaction SMILES: [F:1][C:2]([F:31])([F:30])[C:3]1[CH:4]=[C:5]([CH:9]=[C:10]2[C:15](=O)[C:14](=[CH:17][C:18]3[CH:23]=[CH:22][CH:21]=[C:20]([C:24]([F:27])([F:26])[F:25])[CH:19]=3)[CH2:13][S:12](=[O:29])(=[O:28])[CH2:11]2)[CH:6]=[CH:7][CH:8]=1.[CH2:32]([NH:35][NH2:36])[CH2:33][CH3:34]>CO>[CH2:32]([N:35]1[CH:9]([C:5]2[CH:6]=[CH:7][CH:8]=[C:3]([C:2]([F:31])([F:30])[F:1])[CH:4]=2)[CH:10]2[CH2:11][S:12](=[O:29])(=[O:28])[CH2:13][C:14](=[CH:17][C:18]3[CH:23]=[CH:22][CH:21]=[C:20]([C:24]([F:27])([F:26])[F:25])[CH:19]=3)[C:15]2=[N:36]1)[CH2:33][CH3:34]. Reported procedure: A mixture of 2.5g of tetrahydro-3,5-bis[[3-(trifluoromethyl)phenyl]methylene]-4H-thiopyran-4-one-1,1-dioxide and n-propyl hydrazine in 100ml of methanol is heated at reflux temperature for 1 hour. The crystals obtained on cooling to 5°-10°C are collected and dried in vacuo over phorphorus pentoxide at 50°C to yield 1.7g of the title compound, melting point 190°-191°C. The filtrate is diluted with water giving additional crude material which is recrystallized from methanol to give 400mg of the ti...